This data is from the Open Reaction Database (ORD), a public repository of structured organic reaction records. The task is: describe an organic reaction: reactants, conditions, products, and yield The reactants are BrCCCCl (1-bromo-3-chloropropane), COC1=CC=2NC3=CC=CC(=C3SC2C=C1)S(N(C)C)(=O)=O (2-methoxy-6-dimethylsulphamoylphenothiazine), [OH-].[K+] (potassium hydroxide). The solvent is C(C)C(=O)C (methyl ethyl ketone). The yield is 60.4%. RXN SMILES: Br[CH2:2][CH2:3][CH2:4][Cl:5].[CH3:6][O:7][C:8]1[CH:21]=[CH:20][C:19]2[S:18][C:17]3[C:12](=[CH:13][CH:14]=[CH:15][C:16]=3[S:22](=[O:27])(=[O:26])[N:23]([CH3:25])[CH3:24])[NH:11][C:10]=2[CH:9]=1.[OH-].[K+]>C(C(C)=O)C>[CH3:6][O:7][C:8]1[CH:21]=[CH:20][C:19]2[S:18][C:17]3[C:12](=[CH:13][CH:14]=[CH:15][C:16]=3[S:22](=[O:27])(=[O:26])[N:23]([CH3:24])[CH3:25])[N:11]([CH2:2][CH2:3][CH2:4][Cl:5])[C:10]=2[CH:9]=1 |f:2.3|. Product: COC1=CC=2N(C3=CC=CC(=C3SC2C=C1)S(N(C)C)(=O)=O)CCCCl (2-Methoxy-6-dimethylsulphamoyl-10-(3-chloropropyl)phenothiazine). Procedure details: 2-Methoxy-6-dimethylsulphamoyl-10-(3-chloropropyl)phenothiazine (m.p. 124°-126°C.; 62.6 g.) is prepared by reacting 1-bromo-3-chloropropane (147 g.) with 2-methoxy-6-dimethylsulphamoylphenothiazine (84.4 g.) in the presence of powdered potassium hydroxide (25.8 g.) in methyl ethyl ketone (300 cc.). Reactants: FC1=C(N(C)C)C=CC(=C1)C1=CC=NC=C1 (2-Fluoro-N,N-dimethyl-4-(pyridin-4-yl)aniline), CI (methyl iodide). The solvent is C(C)#N (acetonitrile). Product: [I-].CN(C1=C(C=C(C=C1)C1=CC=[N+](C=C1)C)F)C (4-(4-(dimethylamino)-3-fluorophenyl)-1-methylpyridinium iodide). Isolated yield 21.0%. As a reaction SMILES: [F:1][C:2]1[CH:10]=[C:9]([C:11]2[CH:16]=[CH:15][N:14]=[CH:13][CH:12]=2)[CH:8]=[CH:7][C:3]=1[N:4]([CH3:6])[CH3:5].[CH3:17][I:18]>C(#N)C>[I-:18].[CH3:6][N:4]([CH3:5])[C:3]1[CH:7]=[CH:8][C:9]([C:11]2[CH:12]=[CH:13][N+:14]([CH3:17])=[CH:15][CH:16]=2)=[CH:10][C:2]=1[F:1] |f:3.4|. Procedure details: 2-Fluoro-N,N-dimethyl-4-(pyridin-4-yl)aniline (0.5 g, 2.3 mmols) was dissolved in acetonitrile (50 ml) and methyl iodide (3 ml) was added. The mixture was heated at reflux for 2 hrs. This was cooled to ambient temperature and evaporated the product was purified by recrystallization from ethanol/diethyl ether. To give 0.2 g of 4-(4-(dimethylamino)-3-fluorophenyl)-1-methylpyridinium iodide 21% yield as a red solid. 1H NMR (DMSO-d6) δ 3.0 (s, 6H), 4.25 (s, 3H), 7.02 (t, 1H), 7.90 (m, 2H), 8.90 (d, ...